From a dataset of the Open Reaction Database (ORD), a public repository of structured organic reaction records. describe an organic reaction: reactants, conditions, products, and yield The reactants are FC(C=1C=C(CNC(=O)C2=CC(=NC=C2)C2=C(C=CC(=C2)N2CCCCC2)NC(=O)C=2C=C(CN3CCN(CCC3)C(=O)OC(C)(C)C)C=CC2)C=CC1)(F)F (tert-butyl 4-(3-((2-(4-((3-(trifluoromethyl)benzyl)carbamoyl)pyridin-2-yl)-4-(piperidin-1-yl)phenyl)carbamoyl)benzyl)-1,4-diazepane-1-carboxylate), FC(C(=O)O)(F)F (trifluoroacetic acid). Solvent: ClCCl (dichloromethane). Run at temperature 15 celsius, time 3 hour. Product: N1(CCNCCC1)CC=1C=C(C(=O)NC2=C(C=C(C=C2)N2CCCCC2)C=2C=C(C(=O)NCC3=CC(=CC=C3)C(F)(F)F)C=CN2)C=CC1 (2-(2-(3-((1,4-diazepan-1-yl)methyl)benzamido)-5-(piperidin-1-yl)-phenyl)-N-(3-(trifluoromethyl)benzyl)isonicotinamide). Isolated yield 149.1%. Reaction SMILES: [F:1][C:2]([F:56])([F:55])[C:3]1[CH:4]=[C:5]([CH:52]=[CH:53][CH:54]=1)[CH2:6][NH:7][C:8]([C:10]1[CH:15]=[CH:14][N:13]=[C:12]([C:16]2[CH:21]=[C:20]([N:22]3[CH2:27][CH2:26][CH2:25][CH2:24][CH2:23]3)[CH:19]=[CH:18][C:17]=2[NH:28][C:29]([C:31]2[CH:32]=[C:33]([CH:49]=[CH:50][CH:51]=2)[CH2:34][N:35]2[CH2:41][CH2:40][CH2:39][N:38](C(OC(C)(C)C)=O)[CH2:37][CH2:36]2)=[O:30])[CH:11]=1)=[O:9].FC(F)(F)C(O)=O>ClCCl>[N:35]1([CH2:34][C:33]2[CH:32]=[C:31]([CH:51]=[CH:50][CH:49]=2)[C:29]([NH:28][C:17]2[CH:18]=[CH:19][C:20]([N:22]3[CH2:23][CH2:24][CH2:25][CH2:26][CH2:27]3)=[CH:21][C:16]=2[C:12]2[CH:11]=[C:10]([CH:15]=[CH:14][N:13]=2)[C:8]([NH:7][CH2:6][C:5]2[CH:52]=[CH:53][CH:54]=[C:3]([C:2]([F:55])([F:56])[F:1])[CH:4]=2)=[O:9])=[O:30])[CH2:41][CH2:40][CH2:39][NH:38][CH2:37][CH2:36]1. Reported procedure: Into a 50-mL round-bottom flask, was placed a solution of tert-butyl 4-(3-((2-(4-((3-(trifluoromethyl)benzyl)carbamoyl)pyridin-2-yl)-4-(piperidin-1-yl)phenyl)carbamoyl)benzyl)-1,4-diazepane-1-carboxylate (100 mg, 0.13 mmol, 1.00 equiv) in dichloromethane (15 mL), and trifluoroacetic acid (147.9 mg, 1.30 mmol, 10.00 equiv). The resulting solution was stirred for 3 h at 15° C. The resulting mixture was concentrated under vacuum to yield 130 mg of crude product as a red solid. The reactants are NCC1(CCN(CC1)C(=O)OC(C)(C)C)C(=O)OC (1-tert-butyl 4-methyl 4-(aminomethyl)piperidine-1,4-dicarboxylate), COC1=CC=C(C=O)C=C1 (4-methoxybenzaldehyde), C(#N)[BH3-].[Na+] (sodium cyanoborohydride). The solvent is CO (MeOH). Run at temperature 45 celsius, time 8 hour. The product is COC1=CC=C(CNCC2(CCN(CC2)C(=O)OC(C)(C)C)C(=O)OC)C=C1 (1-tert-butyl 4-methyl 4-((4-methoxybenzylamino)methyl)piperidine-1,4-dicarboxylate). The yield is 58.0%. Reaction SMILES: [NH2:1][CH2:2][C:3]1([C:16]([O:18][CH3:19])=[O:17])[CH2:8][CH2:7][N:6]([C:9]([O:11][C:12]([CH3:15])([CH3:14])[CH3:13])=[O:10])[CH2:5][CH2:4]1.[CH3:20][O:21][C:22]1[CH:29]=[CH:28][C:25]([CH:26]=O)=[CH:24][CH:23]=1.C([BH3-])#N.[Na+]>CO>[CH3:20][O:21][C:22]1[CH:29]=[CH:28][C:25]([CH2:26][NH:1][CH2:2][C:3]2([C:16]([O:18][CH3:19])=[O:17])[CH2:4][CH2:5][N:6]([C:9]([O:11][C:12]([CH3:14])([CH3:15])[CH3:13])=[O:10])[CH2:7][CH2:8]2)=[CH:24][CH:23]=1 |f:2.3|. Procedure details: Commercial available 1-tert-butyl 4-methyl 4-(aminomethyl)piperidine-1,4-dicarboxylate (10.10 mmol, 2.75 g) and 4-methoxybenzaldehyde (15.15 mmol, 2.062 g) in anhydrous MeOH (40 mL) were stirred for 2 h at rt. After addition of sodium cyanoborohydride (20.19 mmol, 1.269 g) the reaction was stirred overnight at 45° C. The mixture was evaporated in vacuo, and solved in EtOAc and sat. aq. bicarb. After separation of the organic phase, the aq. phase was extracted with EtOAc. The combined organic pha... Reactants: C(C)OP(OCC)(=O)C(=C)P(OCC)(OCC)=O (Ethenylidenebisphosphonic acid tetraethyl ester), COC1=CC2=C(N=C(S2)NC(CC(C2=CC=CC=C2)=O)=O)C=C1 (N-(6-methoxybenzothiazol -2-yl)-3-oxo-3-phenylpropanamide), C([O-])([O-])=O.[K+].[K+] (potassium carbonate). Solvent: CO (methanol). The product is O.C(C)OP(OCC)(=O)C(CC(C(C1=CC=CC=C1)=O)C1=NC=CC=C1)P(OCC)(OCC)=O.O=C(C(CC(P(OCC)(OCC)=O)P(OCC)(OCC)=O)C1=NC=CC=C1)C1=CC=CC=C1 ([4-Oxo4-phenyl-3-(2-pyridinyl)butylidene]bisphosphonic acid tetraethyl ester hemihydrate). As a reaction SMILES: [CH2:1]([O:3][P:4]([C:9]([P:11](=[O:18])([O:15][CH2:16][CH3:17])[O:12][CH2:13][CH3:14])=[CH2:10])(=[O:8])[O:5][CH2:6][CH3:7])[CH3:2].COC1C=CC2N=[C:26]([NH:28][C:29](=O)[CH2:30][C:31](=[O:38])[C:32]3[CH:37]=[CH:36][CH:35]=[CH:34][CH:33]=3)SC=2C=1.C(=O)([O-])[O-].[K+].[K+]>CO>[OH2:3].[CH2:16]([O:15][P:11]([CH:9]([P:4](=[O:8])([O:5][CH2:6][CH3:7])[O:3][CH2:1][CH3:2])[CH2:10][CH:30]([C:29]1[CH:31]=[CH:30][CH:29]=[CH:26][N:28]=1)[C:31](=[O:38])[C:32]1[CH:33]=[CH:34][CH:35]=[CH:36][CH:37]=1)(=[O:18])[O:12][CH2:13][CH3:14])[CH3:17].[O:38]=[C:31]([C:32]1[CH:33]=[CH:34][CH:35]=[CH:36][CH:37]=1)[CH:30]([C:29]1[CH:37]=[CH:32][CH:33]=[CH:26][N:28]=1)[CH2:10][CH:9]([P:4](=[O:8])([O:5][CH2:6][CH3:7])[O:3][CH2:1][CH3:2])[P:11](=[O:18])([O:12][CH2:13][CH3:14])[O:15][CH2:16][CH3:17] |f:2.3.4,6.7.8|. Reported procedure: Ethenylidenebisphosphonic acid tetraethyl ester (I, 3.00 g), 1-phenyl-2-(2-pyridinyl)ethanone (II, 2.17 g) and potassium carbonate (2.07 g) are stirred in methanol (20 ml) overnight. The reaction is concentrated under reduced pressure, taken up in ethyl acetate, washed with sodium chloride, dried with magnesium sulfate, and concentrated under reduced pressure. The product is chromatographed eluting with ethyl acetate. The appropriate fractions are pooled and concentrated to give the title compou... Reactants: CCOC(C)=O, CCCCCC, CCOC(=O)COc1cc(C)cc(C)c1Cc1ccc(C(C)C)cc1. Product: Cc1cc(C)c(Cc2ccc(C(C)C)cc2)c(OCC(=O)O)c1. RXN SMILES: [C:32]([O:33][CH2:34][CH3:35])(=[O:36])[CH3:37].[CH3:26][CH2:27][CH2:28][CH2:29][CH2:30][CH3:31].[CH:1]([CH3:2])([CH3:3])[c:4]1[cH:5][cH:6][c:7]([CH2:8][c:9]2[c:10]([O:11][CH2:12][C:13](=[O:14])[O:15][CH2:16][CH3:17])[cH:18][c:19]([CH3:23])[cH:20][c:21]2[CH3:22])[cH:24][cH:25]1>>[CH:1]([CH3:2])([CH3:3])[c:4]1[cH:5][cH:6][c:7]([CH2:8][c:9]2[c:10]([O:11][CH2:12][C:13](=[O:14])[OH:15])[cH:18][c:19]([CH3:23])[cH:20][c:21]2[CH3:22])[cH:24][cH:25]1.